Dataset: the Open Reaction Database (ORD), a public repository of structured organic reaction records. Task: describe an organic reaction: reactants, conditions, products, and yield Reactants: FC=1C=C2C(C3=C(NC2=CC1F)N(N=C3C)C3=NC=CC=C3)=O (6,7-difluoro-3-methyl-1-(2-pyridinyl)-1,9-dihydro-4H-pyrazolo[3,4-b]quinolin-4-one), ICCC (1-iodopropane). The product is FC=1C=C2C(=C3C(=NC2=CC1F)N(N=C3C)C3=NC=CC=C3)OCCC (6,7-Difluoro-3-methyl-4-propoxy-1-(2-pyridinyl)-1H-pyrazolo[3,4-b]quinoline). Isolated yield 27.0%. Reaction SMILES: [F:1][C:2]1[CH:3]=[C:4]2[C:9](=[CH:10][C:11]=1[F:12])[NH:8][C:7]1[N:13]([C:17]3[CH:22]=[CH:21][CH:20]=[CH:19][N:18]=3)[N:14]=[C:15]([CH3:16])[C:6]=1[C:5]2=[O:23].I[CH2:25][CH2:26][CH3:27]>>[F:1][C:2]1[CH:3]=[C:4]2[C:9](=[CH:10][C:11]=1[F:12])[N:8]=[C:7]1[N:13]([C:17]3[CH:22]=[CH:21][CH:20]=[CH:19][N:18]=3)[N:14]=[C:15]([CH3:16])[C:6]1=[C:5]2[O:23][CH2:25][CH2:26][CH3:27]. Procedure details: Following the procedure described in Example 2-16, from 6,7-difluoro-3-methyl-1-(2-pyridinyl)-1,9-dihydro-4H-pyrazolo[3,4-b]quinolin-4-one and 1-iodopropane was prepared the title compound (27% yield). Reactants: NCCCN1CCN(CC1)C(C1=CC=CC=C1)C1=CC=CC=C1 (1-(3-aminopropyl)-4-benzhydrylpiperazine), C(C)(=O)OC(C)=O (acetic anhydride), Cl (hydrochloric acid). Conditions: temperature 100 celsius, time 1.5 hour. Product: C(C)(=O)NCCCN1CCN(CC1)C(C1=CC=CC=C1)C1=CC=CC=C1 (1-(3-acetylaminopropyl)-4-benzhydrylpiperazine). Reaction SMILES: [NH2:1][CH2:2][CH2:3][CH2:4][N:5]1[CH2:10][CH2:9][N:8]([CH:11]([C:18]2[CH:23]=[CH:22][CH:21]=[CH:20][CH:19]=2)[C:12]2[CH:17]=[CH:16][CH:15]=[CH:14][CH:13]=2)[CH2:7][CH2:6]1.[C:24](OC(=O)C)(=[O:26])[CH3:25].Cl>>[C:24]([NH:1][CH2:2][CH2:3][CH2:4][N:5]1[CH2:6][CH2:7][N:8]([CH:11]([C:18]2[CH:23]=[CH:22][CH:21]=[CH:20][CH:19]=2)[C:12]2[CH:13]=[CH:14][CH:15]=[CH:16][CH:17]=2)[CH2:9][CH2:10]1)(=[O:26])[CH3:25]. Procedure: A mixture of 1-(3-aminopropyl)-4-benzhydrylpiperazine (1.55 g) and acetic anhydride (16 ml) was stirred at 100° C. for 1.5 hours. The reaction mixture was concentrated and the residue was extracted with ethyl acetate. The extract was washed successively with aqueous sodium bicarbonate and water, dried and evaporated in vacuo. The residue was purified by column chromatography on silica gel eluting with ethyl acetate. The fractions containing the desired compound were combined and evaporated in va... The reactants are [BH4-], CCOC(=O)Cc1cccc(Oc2ccc(C)cc2C=O)c1, CO, [Na+]. Yields the product CCOC(=O)Cc1cccc(Oc2ccc(C)cc2CO)c1. Reaction SMILES: [BH4-:23].[CH2:1]([CH3:2])[O:3][C:4]([CH2:5][c:6]1[cH:7][c:8]([O:12][c:13]2[c:14]([CH:20]=[O:21])[cH:15][c:16]([CH3:19])[cH:17][cH:18]2)[cH:9][cH:10][cH:11]1)=[O:22].[CH3:25][OH:26].[Na+:24]>>[CH2:1]([CH3:2])[O:3][C:4]([CH2:5][c:6]1[cH:7][c:8]([O:12][c:13]2[c:14]([CH2:20][OH:21])[cH:15][c:16]([CH3:19])[cH:17][cH:18]2)[cH:9][cH:10][cH:11]1)=[O:22]. The reactants are [N+](=O)([O-])C=1C=CC(=NC1)NC=1C=NC=NC1 (5-[N-(5-nitro-2-pyridyl) amino]pyrimidine), ClCC=1N=CSC1 (4-chloromethylthiazole). Yields the product [N+](=O)([O-])C=1C=CC(=NC1)N(CC=1N=CSC1)C=1C=NC=NC1 (5-[N-(5-Nitro-2-pyridyl)-N-(4-thiazolylmethyl)amino]pyrimidine). Procedure: Starting compounds: 5-[N-(5-nitro-2-pyridyl) amino]pyrimidine and 4-chloromethylthiazole RXN SMILES: [N+:1]([C:4]1[CH:5]=[CH:6][C:7]([NH:10][C:11]2[CH:12]=[N:13][CH:14]=[N:15][CH:16]=2)=[N:8][CH:9]=1)([O-:3])=[O:2].Cl[CH2:18][C:19]1[N:20]=[CH:21][S:22][CH:23]=1>>[N+:1]([C:4]1[CH:5]=[CH:6][C:7]([N:10]([C:11]2[CH:16]=[N:15][CH:14]=[N:13][CH:12]=2)[CH2:18][C:19]2[N:20]=[CH:21][S:22][CH:23]=2)=[N:8][CH:9]=1)([O-:3])=[O:2].